From a dataset of the Open Reaction Database (ORD), a public repository of structured organic reaction records. describe an organic reaction: reactants, conditions, products, and yield The reactants are COC(C1=CN=CC(=C1)Br)=O (5-bromonicotinic acid methyl ester), C[Si](C)(C)C#C (trimethylsilylacetylene). Yields the product COC(C1=CN=CC(=C1)C#C[Si](C)(C)C)=O (5-(2-trimethlsilylethinyl)-nicotinic acid methyl ester). The yield is 13.6%. Reaction SMILES: [CH3:1][O:2][C:3](=[O:11])[C:4]1[CH:9]=[C:8](Br)[CH:7]=[N:6][CH:5]=1.[CH3:12][Si:13]([C:16]#[CH:17])([CH3:15])[CH3:14]>>[CH3:1][O:2][C:3](=[O:11])[C:4]1[CH:9]=[C:8]([C:17]#[C:16][Si:13]([CH3:15])([CH3:14])[CH3:12])[CH:7]=[N:6][CH:5]=1. Reported procedure: Under the conditions of example 21 B, 5 g of 5-bromonicotinic acid methyl ester is reacted with 2.43 g of trimethylsilylacetylene, worked up, and the crude product is chromatographed on silica gel with hexane/0-5% ethyl acetate. 734 mg of 5-(2-trimethlsilylethinyl)-nicotinic acid methyl ester is obtained as oil. RXN SMILES: [CH3:1][O:2][C:3](=[O:27])[CH:4]([C:16]1[CH:21]=[CH:20][C:19]([S:22]([CH3:25])(=[O:24])=[O:23])=[C:18]([Cl:26])[CH:17]=1)[CH2:5][CH:6]1[CH2:10][CH2:9][C:8]2(OCCC[O:11]2)[CH2:7]1.Cl>O1CCCC1>[CH3:1][O:2][C:3](=[O:27])[CH:4]([C:16]1[CH:21]=[CH:20][C:19]([S:22]([CH3:25])(=[O:24])=[O:23])=[C:18]([Cl:26])[CH:17]=1)[CH2:5][CH:6]1[CH2:10][CH2:9][C:8](=[O:11])[CH2:7]1. Yields the product ethyl acetate hexanes, COC(C(CC1CC(CC1)=O)C1=CC(=C(C=C1)S(=O)(=O)C)Cl)=O (2-(3-chloro-4-methanesulfonyl-phenyl)-3-(3-oxo-cyclopentyl)-propionic acid methyl ester). Reactants: COC(C(CC1CC2(CC1)OCCCO2)C2=CC(=C(C=C2)S(=O)(=O)C)Cl)=O (2-(3-chloro-4-methanesulfonyl-phenyl)-3-(6,10-dioxa-spiro[4.5]dec-2-yl)-propionic acid methyl ester), Cl (hydrochloric acid). Reaction conditions: temperature 25 celsius, time 29 hour. Reported procedure: A solution of 2-(3-chloro-4-methanesulfonyl-phenyl)-3-(6,10-dioxa-spiro[4.5]dec-2-yl)-propionic acid methyl ester (1.21 g, 2.90 mmol) in tetrahydrofuran (14.5 mL) was treated with a 5% aqueous hydrochloric acid solution (6.4 mL) and stirred at 25° C. for 29 h. The reaction was then concentrated in vacuo to remove tetrahydrofuran. The resulting aqueous residue was diluted with water (200 mL) and extracted with ethyl acetate (2×100 mL). The combined organic layers were dried over sodium sulfate, f... Isolated yield 99.0%. The solvent is O1CCCC1 (tetrahydrofuran). Reactants: Cl, CNC(=O)c1c(-c2ccc(F)cc2)nn2ccc(-c3cc(C(=O)OC)c(OC)nc3C)c(F)c12, [Na+], C1COCCO1, [OH-]. Product: CNC(=O)c1c(-c2ccc(F)cc2)nn2ccc(-c3cc(C(=O)O)c(OC)nc3C)c(F)c12. RXN SMILES: [ClH:37].[F:1][c:2]1[c:3]2[n:4]([cH:5][cH:6][c:7]1-[c:8]1[c:9]([CH3:20])[n:10][c:11]([O:18][CH3:19])[c:12]([C:13](=[O:14])[O:15][CH3:16])[cH:17]1)[n:21][c:22](-[c:28]1[cH:29][cH:30][c:31]([F:34])[cH:32][cH:33]1)[c:23]2[C:24]([NH:25][CH3:26])=[O:27].[Na+:36].[O:38]1[CH2:39][CH2:40][O:41][CH2:42][CH2:43]1.[OH-:35]>>[F:1][c:2]1[c:3]2[n:4]([cH:5][cH:6][c:7]1-[c:8]1[c:9]([CH3:20])[n:10][c:11]([O:18][CH3:19])[c:12]([C:13](=[O:14])[OH:15])[cH:17]1)[n:21][c:22](-[c:28]1[cH:29][cH:30][c:31]([F:34])[cH:32][cH:33]1)[c:23]2[C:24]([NH:25][CH3:26])=[O:27].